From a dataset of the Open Reaction Database (ORD), a public repository of structured organic reaction records. describe an organic reaction: reactants, conditions, products, and yield The reactants are N1(CCCC1)C1=CC=C(C=C1)C(C)N1CCC(CC1)(O)CC(C1=CC=CC=C1)=O (N-(1-(4-(1-pyrrolidinyl)phenyl)ethyl)-4-benzoylmethyl-4-piperidinol), N1(CCCC1)C1=CC=C(C=C1)C(C)N1CCC(CC1)(O)CC(C1=CC=CC=C1)=O (N-(1-(4-(1-pyrrolidinyl) phenyl)ethyl)-4-benzoylmethyl-4-piperidinol), ClCCl (dichloromethane), CCN(CC)S(F)(F)F (DAST), ClCCl (dichloromethane), C(=O)=O.CC(=O)C (dry ice acetone). Conditions: temperature -75 celsius, time 1 hour. The product is Cl.N1(CCCC1)C1=CC=C(C=C1)C(C)N1CCC(CC1)(F)CC(C1=CC=CC=C1)=O (N-(1-(4-(pyrrolidinyl)phenyl)ethyl)-4-benzoylmethyl-4-fluoropiperidine hydrochloride). The yield is 40.2%. As a reaction SMILES: [N:1]1([C:6]2[CH:11]=[CH:10][C:9]([CH:12]([N:14]3[CH2:19][CH2:18][C:17]([CH2:21][C:22](=[O:29])[C:23]4[CH:28]=[CH:27][CH:26]=[CH:25][CH:24]=4)(O)[CH2:16][CH2:15]3)[CH3:13])=[CH:8][CH:7]=2)[CH2:5][CH2:4][CH2:3][CH2:2]1.C(=O)=O.CC(C)=O.CCN(S(F)(F)[F:43])CC.[Cl:46]CCl>>[ClH:46].[N:1]1([C:6]2[CH:11]=[CH:10][C:9]([CH:12]([N:14]3[CH2:19][CH2:18][C:17]([CH2:21][C:22](=[O:29])[C:23]4[CH:28]=[CH:27][CH:26]=[CH:25][CH:24]=4)([F:43])[CH2:16][CH2:15]3)[CH3:13])=[CH:8][CH:7]=2)[CH2:5][CH2:4][CH2:3][CH2:2]1 |f:1.2,5.6|. Reported procedure: N-(1-(4-(1-pyrrolidinyl)phenyl)ethyl)-4-benzoylmethyl-4-piperidinol (III-25) is firstly prepared according to the method of synthesis and post-treatment in Example 2. 1.57 g (4.0 mmol) of N-(1-(4-(1-pyrrolidinyl) phenyl)ethyl)-4-benzoylmethyl-4-piperidinol is dissolved into 20 ml of anhydrous dichloromethane and cooled with dry ice-acetone with temperature controlled at below <−70° C. The reaction solution is added dropwise a dichloromethane solution (8 mol, 25 ml) of DAST under protecting of ni... Reactants: O=C(Cl)C1CC1, CC(C)(Cc1c(C(C)(C)C)c2cc(OCc3ccc4ccccc4n3)ccc2n1Cc1ccc(Cl)cc1)C(=O)O. Yields the product CC(C)(Cc1c(C(=O)C2CC2)c2cc(OCc3ccc4ccccc4n3)ccc2n1Cc1ccc(Cl)cc1)C(=O)O. Reaction SMILES: [CH:41]1([C:44](=[O:45])[Cl:46])[CH2:42][CH2:43]1.[Cl:1][c:2]1[cH:3][cH:4][c:5]([CH2:6][n:7]2[c:8]([CH2:32][C:33]([C:34](=[O:35])[OH:36])([CH3:37])[CH3:38])[c:9]([C:28]([CH3:29])([CH3:30])[CH3:31])[c:10]3[cH:11][c:12]([O:16][CH2:17][c:18]4[n:19][c:20]5[cH:21][cH:22][cH:23][cH:24][c:25]5[cH:26][cH:27]4)[cH:13][cH:14][c:15]23)[cH:39][cH:40]1>>[Cl:1][c:2]1[cH:3][cH:4][c:5]([CH2:6][n:7]2[c:8]([CH2:32][C:33]([C:34](=[O:35])[OH:36])([CH3:37])[CH3:38])[c:9]([C:44]([CH:41]3[CH2:42][CH2:43]3)=[O:45])[c:10]3[cH:11][c:12]([O:16][CH2:17][c:18]4[n:19][c:20]5[cH:21][cH:22][cH:23][cH:24][c:25]5[cH:26][cH:27]4)[cH:13][cH:14][c:15]23)[cH:39][cH:40]1. Starting materials: NC1CN2CCC1CC2, O=C(O)c1cc2ccoc2cn1. The product is O=C(NC1CN2CCC1CC2)c1cc2ccoc2cn1. RXN SMILES: [NH2:13][CH:14]1[CH2:15][N:16]2[CH2:17][CH2:18][CH:19]1[CH2:20][CH2:21]2.[o:1]1[cH:2][cH:3][c:4]2[c:5]1[cH:6][n:7][c:8]([C:10](=[O:11])[OH:12])[cH:9]2>>[o:1]1[cH:2][cH:3][c:4]2[c:5]1[cH:6][n:7][c:8]([C:10](=[O:12])[NH:13][CH:14]1[CH2:15][N:16]3[CH2:17][CH2:18][CH:19]1[CH2:20][CH2:21]3)[cH:9]2. Starting materials: COc1ccc(P(c2ccccc2)c2ccccc2)cc1OC, CO, Cl, [Na+], [Na+], O, OO, O=S([O-])[O-]. Yields the product COc1ccc(P(=O)(c2ccccc2)c2ccccc2)cc1OC. As a reaction SMILES: [CH3:1][O:2][c:3]1[cH:4][c:5]([P:11]([c:12]2[cH:13][cH:14][cH:15][cH:16][cH:17]2)[c:18]2[cH:19][cH:20][cH:21][cH:22][cH:23]2)[cH:6][cH:7][c:8]1[O:9][CH3:10].[CH3:33][OH:34].[ClH:32].[Na+:30].[Na+:31].[OH2:35].[OH:24][OH:25].[S:26](=[O:27])([O-:28])[O-:29]>>[CH3:1][O:2][c:3]1[cH:4][c:5]([P:11]([c:12]2[cH:13][cH:14][cH:15][cH:16][cH:17]2)([c:18]2[cH:19][cH:20][cH:21][cH:22][cH:23]2)=[O:27])[cH:6][cH:7][c:8]1[O:9][CH3:10]. Starting materials: C1CCOC1, COC(=O)c1cccc2cc(Oc3c(Cl)cc([N+](=O)[O-])cc3Cl)cnc12, CCO, [Cl-], [Fe], [NH4+], O. Yields the product COC(=O)c1cccc2cc(Oc3c(Cl)cc(N)cc3Cl)cnc12. As a reaction SMILES: [CH2:32]1[O:33][CH2:34][CH2:35][CH2:36]1.[CH3:1][O:2][C:3](=[O:4])[c:5]1[cH:6][cH:7][cH:8][c:9]2[cH:10][c:11]([O:15][c:16]3[c:17]([Cl:26])[cH:18][c:19]([N+:23]([O-:24])=[O:25])[cH:20][c:21]3[Cl:22])[cH:12][n:13][c:14]12.[CH3:29][CH2:30][OH:31].[Cl-:27].[Fe:38].[NH4+:28].[OH2:37]>>[CH3:1][O:2][C:3](=[O:4])[c:5]1[cH:6][cH:7][cH:8][c:9]2[cH:10][c:11]([O:15][c:16]3[c:17]([Cl:26])[cH:18][c:19]([NH2:23])[cH:20][c:21]3[Cl:22])[cH:12][n:13][c:14]12. Procedure details: The same procedure was followed as in Example 11 using the compound (9) synthesized in Example 2 and 2-bromopropiophenone to produce the above. As a reaction SMILES: OC1C=CC(/C=C/C[N:11]2[CH2:16][CH2:15][CH:14]([C:17]3[CH:22]=[CH:21][C:20]([O:23][C:24]4[CH:29]=[CH:28][CH:27]=[CH:26][CH:25]=4)=[CH:19][CH:18]=3)[CH2:13][CH2:12]2)=CC=1OC.Br[CH:33]([CH3:42])[C:34]([C:36]1[CH:41]=[CH:40][CH:39]=[CH:38][CH:37]=1)=[O:35]>>[C:34]([CH:33]([N:11]1[CH2:16][CH2:15][CH:14]([C:17]2[CH:18]=[CH:19][C:20]([O:23][C:24]3[CH:25]=[CH:26][CH:27]=[CH:28][CH:29]=3)=[CH:21][CH:22]=2)[CH2:13][CH2:12]1)[CH3:42])(=[O:35])[C:36]1[CH:41]=[CH:40][CH:39]=[CH:38][CH:37]=1. Starting materials: OC1=C(C=C(C=C1)/C=C/CN1CCC(CC1)C1=CC=C(C=C1)OC1=CC=CC=C1)OC ((E)-1-[3-(4-hydroxy-3-methoxyphenyl)-2-propenyl]-4-(4-phenoxyphenyl)piperidine), BrC(C(=O)C1=CC=CC=C1)C (2-bromopropiophenone). The product is C(C1=CC=CC=C1)(=O)C(C)N1CCC(CC1)C1=CC=C(C=C1)OC1=CC=CC=C1 (1-(1-benzoylethyl)-4-(4-phenoxyphenyl)piperidine). Reactants: [Br-], COC(=O)C1CCN(C(=O)OC)C(c2ccc(C(C)(C)C)s2)C1, COC(C)(C)C, CC#N, [Li+], O. The product is COC(=O)N1CCC(C(=O)O)CC1c1ccc(C(C)(C)C)s1. Reaction SMILES: [Br-:26].[C:1]([CH3:2])([CH3:3])([CH3:4])[c:5]1[cH:6][cH:7][c:8]([CH:10]2[N:11]([C:20](=[O:21])[O:22][CH3:23])[CH2:12][CH2:13][CH:14]([C:16](=[O:17])[O:18][CH3:19])[CH2:15]2)[s:9]1.[C:27]([O:28][CH3:29])([CH3:30])([CH3:31])[CH3:32].[CH3:33][C:34]#[N:35].[Li+:25].[OH2:24]>>[C:1]([CH3:2])([CH3:3])([CH3:4])[c:5]1[cH:6][cH:7][c:8]([CH:10]2[N:11]([C:20](=[O:21])[O:22][CH3:23])[CH2:12][CH2:13][CH:14]([C:16](=[O:17])[OH:18])[CH2:15]2)[s:9]1. Reactants: C(C)(=O)OC1C[C@H](OC(C2=CC=C(C=C2)Cl)=O)[C@H](O1)COC(C1=CC=C(C=C1)Cl)=O (1-O-acetyl-3,5-di-O-(4-chlorobenzoyl)-2-deoxy-D-ribofuranose), C[Si](C)(C)NC1=NC=NC(=N1)O[Si](C)(C)C (2-[(trimethylsilyl)amino]4-[(trimethylsilyl)oxy]-s-triazine), S(=O)(=O)(C(F)(F)F)O (TfOH), solution, CO[Na] (MeONa). Solvent: CC#N (MeCN), CS(=O)C (DMSO), CO (MeOH), CO (MeOH). Reaction conditions: temperature 0 celsius, time 24 hour. Product: C1[C@@H]([C@H](O[C@H]1N2C=NC(=NC2=O)N)CO)O (decitabine). RXN SMILES: C(O[CH:5]1[O:19][C@H:18]([CH2:20][O:21]C(=O)C2C=CC(Cl)=CC=2)[C@@H:7]([O:8]C(=O)C2C=CC(Cl)=CC=2)[CH2:6]1)(=O)C.C[Si]([NH:35][C:36]1[N:41]=[C:40]([O:42][Si](C)(C)C)[N:39]=[CH:38][N:37]=1)(C)C.S(O)(C(F)(F)F)(=O)=O.CO[Na]>CO.CS(C)=O.CC#N>[CH2:6]1[C@H:5]([N:39]2[C:40](=[O:42])[N:41]=[C:36]([NH2:35])[N:37]=[CH:38]2)[O:19][C@H:18]([CH2:20][OH:21])[C@H:7]1[OH:8]. Procedure: A mixture of MeCN (45 mL), 1-O-acetyl-3,5-di-O-(4-chlorobenzoyl)-2-deoxy-D-ribofuranose (3.0 g), 2-[(trimethylsilyl)amino]4-[(trimethylsilyl)oxy]-s-triazine (1.78 g) and TfOH (0.5 g) were stirred at about 0° C. for 24 hours. DMSO (6 mL) was added and the mixture was evaporated at 30˜50° C. under reduced pressure to remove the MeCN. A 29% solution of MeONa in MeOH (1.8 g, 9.9 mmol, 1.5 eq.) was added with stirring at about 20˜25° C. After the reaction was complete, MeOH was added to effect precip... Reactants: C(C1=CC=CC=C1)N1C2=CC=C(C=C2C=2C(=CC=CC12)OCCN)C (2-[(9-benzyl-6-methyl-9H-carbazol-4-yl)oxy]ethylamine), C(=O)OCC (ethyl formate), C(=O)OCC (ethyl formate). The solvent is ClCCl (dichloromethane), ClCCl (dichloromethane). Run at temperature 62 celsius, time 4 hour. Yields the product C(C1=CC=CC=C1)N1C2=CC=C(C=C2C=2C(=CC=CC12)OCCNC=O)C (2-[(9-Benzyl-6-methyl-9H-carbazol-4-yl)oxy]ethylformamide). Isolated yield 84.0%. As a reaction SMILES: [CH2:1]([N:8]1[C:20]2[CH:19]=[CH:18][CH:17]=[C:16]([O:21][CH2:22][CH2:23][NH2:24])[C:15]=2[C:14]2[C:9]1=[CH:10][CH:11]=[C:12]([CH3:25])[CH:13]=2)[C:2]1[CH:7]=[CH:6][CH:5]=[CH:4][CH:3]=1.[CH:26](OCC)=[O:27]>ClCCl>[CH2:1]([N:8]1[C:20]2[CH:19]=[CH:18][CH:17]=[C:16]([O:21][CH2:22][CH2:23][NH:24][CH:26]=[O:27])[C:15]=2[C:14]2[C:9]1=[CH:10][CH:11]=[C:12]([CH3:25])[CH:13]=2)[C:2]1[CH:3]=[CH:4][CH:5]=[CH:6][CH:7]=1. Reported procedure: A mixture of 2-[(9-benzyl-6-methyl-9H-carbazol-4-yl)oxy]ethylamine (0.2974 g, 0.90 mmol), dichloromethane (4 mL) and ethyl formate (4 mL) is heated at 62° C. Additional dichloromethane (6 mL) and ethyl formate (6 mL) are added. After 4 h, the mixture is concentrated to dryness and the residue is chromatographed on silica gel (100 mL) using methanol/dichloromethane (4/96). The resulting solids are recrystallized from ethyl acetate/dichloromethane/hexane to give 0.2716 g (84%) of the title compoun...